From a dataset of the Open Reaction Database (ORD), a public repository of structured organic reaction records. describe an organic reaction: reactants, conditions, products, and yield RXN SMILES: [Br:15][CH2:16][C:17](=[O:18])[O:19][CH2:20][CH3:21].[Cl:1][c:2]1[c:3]([CH:4]=[O:5])[c:6]([Cl:12])[cH:7][c:8]([CH2:10][OH:11])[cH:9]1.[H-:13].[Na+:14].[O:22]=[CH:23][N:24]([CH3:25])[CH3:26]>>[Cl:1][c:2]1[c:3]([CH:4]=[O:5])[c:6]([Cl:12])[cH:7][c:8]([CH2:10][O:11][CH2:16][C:17](=[O:18])[O:19][CH2:20][CH3:21])[cH:9]1. The reactants are CCOC(=O)CBr, O=Cc1c(Cl)cc(CO)cc1Cl, [H-], [Na+], CN(C)C=O. Yields the product CCOC(=O)COCc1cc(Cl)c(C=O)c(Cl)c1. Starting materials: C=CCBr, CCO, CCOCC, CC#N, Nn1cnnc1. Yields the product [Br-], C=CC[n+]1cn(N)cn1. Reaction SMILES: [CH2:10]([CH:11]=[CH2:12])[Br:13].[CH2:19]([OH:20])[CH3:21].[CH3:14][CH2:15][O:16][CH2:17][CH3:18].[CH3:7][C:8]#[N:9].[NH2:1][n:2]1[cH:3][n:4][n:5][cH:6]1>>[Br-:13].[NH2:1][n:2]1[cH:3][n:4][n+:5]([CH2:12][CH:11]=[CH2:10])[cH:6]1. Starting materials: COC(=O)Oc1ccc(F)cc1C, [K+], O=[N+]([O-])[O-], O=S(=O)(O)O. Product: COC(=O)Oc1cc([N+](=O)[O-])c(F)cc1C. RXN SMILES: [C:1]([O:2][c:3]1[c:4]([CH3:10])[cH:5][c:6]([F:9])[cH:7][cH:8]1)([O:11][CH3:12])=[O:13].[K+:18].[N+:14](=[O:15])([O-:16])[O-:17].[S:19](=[O:20])(=[O:21])([OH:22])[OH:23]>>[C:1]([O:2][c:3]1[c:4]([CH3:10])[cH:5][c:6]([F:9])[c:7]([N+:14](=[O:15])[O-:16])[cH:8]1)([O:11][CH3:12])=[O:13]. Reactants: CC(=CCCC(C)=O)CCCC (6-methyl-5-decen-2-one), C(=C)[Mg]Br (vinyl-magnesium bromide). Product: CC(C=C)(CCC=C(CCCC)C)O (3,7-dimethyl-1,6-undecadien-3-ol). Reported procedure: By the procedure described in Example 13, from 6-methyl-5-decen-2-one and vinyl-magnesium bromide there is obtained 3,7-dimethyl-1,6-undecadien-3-ol; nD26 = 1.4618, boiling point 116° C./9 mm Hg. This alcohol is reacted with phosphorus tribromide by the procedure of Example 13 to give 1-bromo-3,7-dimethyl-2,6-undecadiene. As a reaction SMILES: [CH3:1][C:2]([CH2:9][CH2:10][CH2:11][CH3:12])=[CH:3][CH2:4][CH2:5][C:6](=[O:8])[CH3:7].[CH:13]([Mg]Br)=[CH2:14]>>[CH3:7][C:6]([OH:8])([CH2:5][CH2:4][CH:3]=[C:2]([CH3:1])[CH2:9][CH2:10][CH2:11][CH3:12])[CH:13]=[CH2:14]. Starting materials: C1CCOC1, CNC, O=c1[nH][nH]c2cc(Nc3nc(Cl)nc(Nc4cc(C5CC5)n[nH]4)n3)ccc12. The product is CN(C)c1nc(Nc2ccc3c(=O)[nH][nH]c3c2)nc(Nc2cc(C3CC3)n[nH]2)n1. RXN SMILES: [CH2:31]1[O:32][CH2:33][CH2:34][CH2:35]1.[CH3:28][NH:29][CH3:30].[Cl:1][c:2]1[n:3][c:4]([NH:17][c:18]2[cH:19][cH:20][c:21]3[c:22](=[O:27])[nH:23][nH:24][c:25]3[cH:26]2)[n:5][c:6]([NH:8][c:9]2[nH:10][n:11][c:12]([CH:14]3[CH2:15][CH2:16]3)[cH:13]2)[n:7]1>>[c:2]1([N:29]([CH3:28])[CH3:30])[n:3][c:4]([NH:17][c:18]2[cH:19][cH:20][c:21]3[c:22](=[O:27])[nH:23][nH:24][c:25]3[cH:26]2)[n:5][c:6]([NH:8][c:9]2[nH:10][n:11][c:12]([CH:14]3[CH2:15][CH2:16]3)[cH:13]2)[n:7]1. The reactants are CN1C(=O)C[C@](C)(N/C/1=N/C(=O)OC(C)(C)C)c2cc(Br)cs2, CC1(C)OB(OC1(C)C)c2cnc(nc2)n3cccn3. The reagents and catalysts are CCN=P(N=P(N(C)C)(N(C)C)N(C)C)(N(C)C)N(C)C (P2-Et), CC(C)c1cc(C(C)C)c(-c2ccccc2[PH](C(C)(C)C)(C(C)(C)C)[Pd]2(OS(C)(=O)=O)Nc3ccccc3-c3ccccc32)c(C(C)C)c1 (tBuXphos G3). Reaction conditions: time 22 hour. Yields the product CN1C(=O)C[C@](C)(N/C/1=N/C(=O)OC(C)(C)C)c2cc(cs2)c3cnc(nc3)n4cccn4, CN1C(=O)C[C@](C)(N/C/1=N/C(=O)OC(C)(C)C)c2cc(Br)cs2, c1ccc(-c2ccccc2)cc1. The solvent is CS(C)=O (DMSO), O (water), CS(C)=O (DMSO), CS(C)=O (DMSO), CS(C)=O (DMSO).